Task: describe an organic reaction: reactants, conditions, products, and yield. Dataset: the Open Reaction Database (ORD), a public repository of structured organic reaction records The reactants are NC1=NC(=CC(=N1)Cl)Cl (2-amino-4,6-dichloropyrimidine), NC1=NC(=CC(=N1)Cl)OC (2-amino-4-chloro-6-methoxypyrimidine), C[O-].[Na+] (sodium methoxide), NC1=NC(=CC(=N1)Cl)Cl (2-amino-4,6-dichloropyrimidine), CC(=O)C (acetone). Solvent: CO (methanol). Run at temperature 120 celsius, time 4 hour. The product is NC1=NC(=CC(=N1)NC1=CC=CC=C1)OC (2-amino-4-anilino-6-methoxypyrimidine). Reaction SMILES: NC1[N:7]=[C:6](Cl)[CH:5]=[C:4](Cl)N=1.[NH2:10][C:11]1[N:16]=[C:15](Cl)[CH:14]=[C:13]([O:18][CH3:19])[N:12]=1.C[O-].[Na+].[CH3:23][C:24]([CH3:26])=O>CO>[NH2:10][C:11]1[N:16]=[C:15]([NH:7][C:6]2[CH:5]=[CH:4][CH:26]=[CH:24][CH:23]=2)[CH:14]=[C:13]([O:18][CH3:19])[N:12]=1 |f:2.3|. Procedure: 2-Amino-4-anilino-6-methoxypyrimidine was synthesized using 2-amino-4,6-dichloropyrimidine as a starting material through 2-amino-4-chloro-6-methoxypyrimidine. A solution of sodium methoxide in 28% methanol (43 mL) at an internal temperature of 20° C. or less was dropwise added to a mixture of 2-amino-4,6-dichloropyrimidine (32.8 g) and acetone (700 mL) under ice cooling. The reaction was further continued at an internal temperature of 40° C. for 4 hours, and the solution was concentrated under ... Reactants: CC1(OC(=CC1=O)\C=C\C1=CSC=C1)C1=CC=CC=C1 ((E)-2-methyl-2-phenyl-5-[2-(3-thienyl)ethenyl]-3(2H)-furanone), C(CCCS)S (1,4-butanedithiol). Yields the product SCCCCSC(CC1=CC(C(O1)(C1=CC=CC=C1)C)=O)C1=CSC=C1 (5-[2-[(4-mercaptobutyl)thio]-2-(3-thienyl)ethyl]-2-methyl-2-phenylfuran-3(2H)-one). RXN SMILES: [CH3:1][C:2]1([C:15]2[CH:20]=[CH:19][CH:18]=[CH:17][CH:16]=2)[C:6](=[O:7])[CH:5]=[C:4](/[CH:8]=[CH:9]/[C:10]2[CH:14]=[CH:13][S:12][CH:11]=2)[O:3]1.[CH2:21]([SH:26])[CH2:22][CH2:23][CH2:24][SH:25]>>[SH:25][CH2:24][CH2:23][CH2:22][CH2:21][S:26][CH:9]([C:10]1[CH:14]=[CH:13][S:12][CH:11]=1)[CH2:8][C:4]1[O:3][C:2]([CH3:1])([C:15]2[CH:20]=[CH:19][CH:18]=[CH:17][CH:16]=2)[C:6](=[O:7])[CH:5]=1. Reported procedure: According to the procedure of Method A, Example 1, (E)-2-methyl-2-phenyl-5-[2-(3-thienyl)ethenyl]-3(2H)-furanone was reacted with 1,4-butanedithiol to provide 5-[2-[(4-mercaptobutyl)thio]-2-(3-thienyl)ethyl]-2-methyl-2-phenylfuran-3(2H)-one: 1H NMR (CDCl3) δ1.30 (m, 1H), 1.55-1.70 (broad s with fine structure, 4H) and 1.65 and 1.68 (singlets, 3H), 2.33-2.42 (m, 2H), 2.42-2.55 (m, 2H), 3.06-3.25 (m, 2H), 4.40 (m, 1H), 5.37 and 5.39 (singlets, 1H), 7.05-7.18 (m, 2H), 7.25-7.40 (m, 6H); MS (HR-FAB)... Reactants: N#Cc1ccc(CBr)s1, CCOC(C)=O, CCCCCC, [N-]=[N+]=[N-], [Na+], CN(C)C=O. The product is N#Cc1ccc(CN=[N+]=[N-])s1. Reaction SMILES: [C:1](#[N:2])[c:3]1[s:4][c:5]([CH2:8][Br:9])[cH:6][cH:7]1.[CH3:14][CH2:15][O:16][C:17](=[O:18])[CH3:19].[CH3:25][CH2:26][CH2:27][CH2:28][CH2:29][CH3:30].[N-:11]=[N+:12]=[N-:13].[Na+:10].[O:20]=[CH:21][N:22]([CH3:23])[CH3:24]>>[C:1](#[N:2])[c:3]1[s:4][c:5]([CH2:8][N:11]=[N+:12]=[N-:13])[cH:6][cH:7]1. Product: NC1=CC(=C(C=C1)C(C)O)Cl (1-(4-Amino-2-chloro-phenyl)-ethanol). Reported procedure: A 1M solution of tetrabutylammonium fluoride in tetrahydrofuran (5.7 mL) is added to [3-chloro-4(1-hydroxy-ethyl)-phenyl]-carbamic acid 2-trimethylsilanyl-ethyl ester (0.5 g) and the mixture is stirred at room temperature for approximately 3.5 hours. The solution is then concentrated under reduced pressure, dissolved in a 1:1 mixture of ethyl acetate and hexanes, washed successively with water then saturated aqueous sodium chloride, and dried over anhydrous magnesium sulfate. Removal of the solv... The reactants are solution, [F-].C(CCC)[N+](CCCC)(CCCC)CCCC (tetrabutylammonium fluoride), C[Si](CCOC(NC1=CC(=C(C=C1)C(C)O)Cl)=O)(C)C ([3-chloro-4(1-hydroxy-ethyl)-phenyl]-carbamic acid 2-trimethylsilanyl-ethyl ester). Reaction conditions: time 3.5 hour. The solvent is O1CCCC1 (tetrahydrofuran). Reaction SMILES: [F-].C([N+](CCCC)(CCCC)CCCC)CCC.C[Si](C)(C)CCOC(=O)[NH:25][C:26]1[CH:31]=[CH:30][C:29]([CH:32]([OH:34])[CH3:33])=[C:28]([Cl:35])[CH:27]=1>O1CCCC1>[NH2:25][C:26]1[CH:31]=[CH:30][C:29]([CH:32]([OH:34])[CH3:33])=[C:28]([Cl:35])[CH:27]=1 |f:0.1|.